This data is from the Open Reaction Database (ORD), a public repository of structured organic reaction records. The task is: describe an organic reaction: reactants, conditions, products, and yield Reactants: 207, crude product, C(=C)[Si](O[Si](C=C)(C)C)(C)C (1,3-divinyltetramethyldisiloxane), C[SiH](Cl)C (dimethylchlorosilane), C1(=CC=CC=C1)OCCOCC=C (2-allyloxyethyl phenyl ether). Reagents/catalysts: [Pt] (platinum). Conditions: time 2 hour. Yields the product O(C1=CC=CC=C1)CCOCCC[Si](Cl)(C)C (3-(2-phenoxyethoxy)propyldimethylchlorosilane). The yield is 80.2%. RXN SMILES: C([Si](C)(C)O[Si](C)(C)C=C)=C.[CH3:12][SiH:13]([CH3:15])[Cl:14].[C:16]1([O:22][CH2:23][CH2:24][O:25][CH2:26][CH:27]=[CH2:28])[CH:21]=[CH:20][CH:19]=[CH:18][CH:17]=1>[Pt]>[O:22]([CH2:23][CH2:24][O:25][CH2:26][CH2:27][CH2:28][Si:13]([CH3:15])([CH3:12])[Cl:14])[C:16]1[CH:21]=[CH:20][CH:19]=[CH:18][CH:17]=1. Procedure details: 6 mg of platinum in the form of a solution of the complex with 1,3-divinyltetramethyldisiloxane are added to 290 ml (2.6 mol) of dimethylchlorosilane and the mixture is heated at reflux under a nitrogen atmosphere. 356 g of the 2-allyloxyethyl phenyl ether whose preparation is described above under a) are added dropwise over the course of about 2 hours, the temperature of the mixture being adjusted to 80° C. After 2 hours the reflux comes virtually to an end. The crude product is fractionated in... RXN SMILES: [OH-].[K+].[C:3]([OH:11])(=[S:10])[C:4]1[CH:9]=[CH:8][CH:7]=[CH:6][CH:5]=1.Cl[CH:13]([C:17]1[CH:22]=[CH:21][C:20]([C:23]2[CH:28]=[CH:27][CH:26]=[CH:25][C:24]=2[Cl:29])=[CH:19][CH:18]=1)[C:14]([OH:16])=[O:15]>>[C:3]([S:10][CH:13]([C:17]1[CH:22]=[CH:21][C:20]([C:23]2[CH:28]=[CH:27][CH:26]=[CH:25][C:24]=2[Cl:29])=[CH:19][CH:18]=1)[C:14]([OH:16])=[O:15])(=[O:11])[C:4]1[CH:9]=[CH:8][CH:7]=[CH:6][CH:5]=1 |f:0.1|. The product is C(C1=CC=CC=C1)(=O)SC(C(=O)O)C1=CC=C(C=C1)C1=C(C=CC=C1)Cl (α-benzoylthio-2'-chloro-4-biphenylylacetic acid). Procedure: To 17.5 ml. of 2N alcoholic potassium hydroxide solution (0.035 mole) is added 4.84 g. (0.035 mole) of thiobenzoic acid. The solution is cooled to room temperature and to this is added in small portions 10.05 g. (0.035 mole) of α, 2'-dichloro-4-biphenylylacetic acid. The reaction mixture is stirred at room temperature for 25 hours, then the solvent is removed, the residue dissolved in ether, filtered and washed with cold water. The ethereal solution is then dried over magnesium sulfate and evapo... Reaction conditions: time 25 hour. Reactants: [OH-].[K+] (potassium hydroxide), C(C1=CC=CC=C1)(=S)O (thiobenzoic acid), ClC(C(=O)O)C1=CC=C(C=C1)C1=C(C=CC=C1)Cl (α, 2'-dichloro-4-biphenylylacetic acid). Reactants: Cl.N[C@@H]1C[C@@H](CC1)C(=O)O ((1R,3S)-3-aminocyclopentanecarboxylic acid hydrochloride), S(=O)(Cl)Cl (thionyl chloride), CO (methanol). Reaction conditions: time 8 hour. Yields the product COC(=O)[C@@H]1C[C@@H](CC1)N ((1S,3R)-3-aminocyclopentanecarboxylic acid methyl ester). Yield: 98.0%. Reaction SMILES: Cl.[NH2:2][C@H:3]1[CH2:7][CH2:6][C@@H:5]([C:8]([OH:10])=[O:9])[CH2:4]1.S(Cl)(Cl)=O.[CH3:15]O>>[CH3:15][O:9][C:8]([C@H:5]1[CH2:6][CH2:7][C@@H:3]([NH2:2])[CH2:4]1)=[O:10] |f:0.1|. Procedure details: To a solution of (1R,3S)-3-aminocyclopentanecarboxylic acid hydrochloride (2.5 g, 15.09 mmol) in dry methanol (10 ml) under N2 at 0° C. was added thionyl chloride (5.51 ml, 75 mmol) dropwise. The reaction mixture was slowly warmed to room temperature and stirred overnight. The reaction was concentrated in vacuo. The resultant residue was washed with anhydrous diethyl ether (3×30 ml) and dried under high vacuum to afford of (1S,3R)-3-aminocyclopentanecarboxylic acid methyl ester (2.65 g 98%) as t... Reactants: O (water), CN(CCCl)CC1=CC=CC=2C(C(=C(OC21)C2=CC=CC=C2)C)=O (8-[N-methyl-N-(2-chloroethyl)-aminomethyl]-3-methyl-4-oxo-2-phenyl-4H-1-benzopyran), COC1=C(C=CC=C1)N1CCNCC1 (1-(2-methoxyphenyl)-piperazine), C([O-])([O-])=O.[K+].[K+] (potassium carbonate). Run in CN(C=O)C (dimethylformamide). Reaction conditions: temperature 70 celsius, time 7 hour. The product is Cl.Cl.CN(CCN1CCN(CC1)C1=C(C=CC=C1)OC)CC1=CC=CC=2C(C(=C(OC21)C2=CC=CC=C2)C)=O (8-{N-methyl-2-[4-(2-methoxyphenyl)-1-piperazinyl]-ethylaminomethyl}-3-methyl-4-oxo-2-phenyl-4H-1-benzopyran dihydrochloride), Cl (hydrogen chloride). Reaction SMILES: [CH3:1][N:2]([CH2:6][C:7]1[C:16]2[O:15][C:14]([C:17]3[CH:22]=[CH:21][CH:20]=[CH:19][CH:18]=3)=[C:13]([CH3:23])[C:12](=[O:24])[C:11]=2[CH:10]=[CH:9][CH:8]=1)[CH2:3][CH2:4][Cl:5].[CH3:25][O:26][C:27]1[CH:32]=[CH:31][CH:30]=[CH:29][C:28]=1[N:33]1[CH2:38][CH2:37][NH:36][CH2:35][CH2:34]1.C(=O)([O-])[O-].[K+].[K+].O>CN(C)C=O>[ClH:5].[ClH:5].[CH3:1][N:2]([CH2:6][C:7]1[C:16]2[O:15][C:14]([C:17]3[CH:22]=[CH:21][CH:20]=[CH:19][CH:18]=3)=[C:13]([CH3:23])[C:12](=[O:24])[C:11]=2[CH:10]=[CH:9][CH:8]=1)[CH2:3][CH2:4][N:36]1[CH2:35][CH2:34][N:33]([C:28]2[CH:29]=[CH:30][CH:31]=[CH:32][C:27]=2[O:26][CH3:25])[CH2:38][CH2:37]1.[ClH:5] |f:2.3.4,7.8.9|. Procedure: A mixture of 5.2 g of Intermediate XXVII, 3.1 g of 1-(2-methoxyphenyl)-piperazine and 2.2 g of anhydrous potassium carbonate in 50 ml of dimethylformamide was stirred at 70° C. for 7 hours. After cooling to 20°-25° C., the reaction mixture was poured into 500 ml of water, and extracted with dichloromethane. The organic phase was washed with water and dried on anhydrous sodium sulfate. The solvent was removed in vacuo. The residue was purified by flash chromatography on silica gel, eluting with e... The reactants are solution, C[Si](C)(C)[N-][Si](C)(C)C.[Li+] (lithium bis(trimethylsilyl)amide), C(C1=CC=CC=C1)Br (benzyl bromide), C(=O)(OC(C)(C)C)N[C@@H](CC1=CC=C(C=C1)OC)[C@@H]1CCC(O1)=O (5(S)-[1(S)-(Boc-amino)-2-(p-methoxyphenyl)ethyl]dihydrofuran-2-(3H)-one). The solvent is C1CCOC1 (THF), C1CCOC1 (THF), CN1CCCN(C1=O)C (DMPU). Yields the product C(=O)(OC(C)(C)C)N[C@@H](CC1=CC=C(C=C1)OC)[C@@H]1C[C@H](C(O1)=O)CC1=CC=CC=C1 (5(S)-[1(S)-(Boc-Amino)-2-(p-methoxyphenyl)ethyl]-3(R)-(phenylmethyl)dihydrofuran-2-(3H)-one). Reaction SMILES: [C:1]([NH:8][C@H:9]([C@H:19]1[O:23][C:22](=[O:24])[CH2:21][CH2:20]1)[CH2:10][C:11]1[CH:16]=[CH:15][C:14]([O:17][CH3:18])=[CH:13][CH:12]=1)([O:3][C:4]([CH3:7])([CH3:6])[CH3:5])=[O:2].C[Si]([N-][Si](C)(C)C)(C)C.[Li+].[CH2:35](Br)[C:36]1[CH:41]=[CH:40][CH:39]=[CH:38][CH:37]=1>C1COCC1.CN1C(=O)N(C)CCC1>[C:1]([NH:8][C@H:9]([C@H:19]1[O:23][C:22](=[O:24])[C@H:21]([CH2:35][C:36]2[CH:41]=[CH:40][CH:39]=[CH:38][CH:37]=2)[CH2:20]1)[CH2:10][C:11]1[CH:16]=[CH:15][C:14]([O:17][CH3:18])=[CH:13][CH:12]=1)([O:3][C:4]([CH3:6])([CH3:7])[CH3:5])=[O:2] |f:1.2|. Reported procedure: In analogy with Example 5d), 4.17 g (12.44 mmol) of 5(S)-[1(S)-(Boc-amino)-2-(p-methoxyphenyl)ethyl]dihydrofuran-2-(3H)-one, dissolved in 22.4 ml of THF and 2.5 ml of DMPU, are deprotonated, at -70° C., with 24 ml of a 1M solution of lithium bis(trimethylsilyl)amide in THF, and alkylated (-75° C., 1 h) with 1.5 ml (12.44 mmol) of benzyl bromide. Protonation, at -75° C., with 4.6 ml of propionic acid and 4.6 ml of water, extraction and column chromatography (SiO2, methylene chloride/ether 25:1) y... The reactants are O=C(Cl)c1ccccc1, c1ccc(Nc2ccccc2)cc1, c1ccncc1. Yields the product O=C(Nc1ccccc1)c1ccccc1. Reaction SMILES: [C:14]([c:15]1[cH:16][cH:17][cH:18][cH:19][cH:20]1)(=[O:21])[Cl:22].[NH:1]([c:2]1[cH:3][cH:4][cH:5][cH:6][cH:7]1)[c:8]1[cH:9][cH:10][cH:11][cH:12][cH:13]1.[cH:23]1[cH:24][cH:25][n:26][cH:27][cH:28]1>>[NH:1]([c:2]1[cH:3][cH:4][cH:5][cH:6][cH:7]1)[C:14]([c:15]1[cH:16][cH:17][cH:18][cH:19][cH:20]1)=[O:21]. The reactants are ClCCl, CCC(C)(C)CC(O)CNC(=O)C1(Cc2ccc(-c3ccc(F)cn3)cc2)CC(F)(F)CN1C(=O)OC(C)(C)C. Product: CCC(C)(C)CC(=O)CNC(=O)C1(Cc2ccc(-c3ccc(F)cn3)cc2)CC(F)(F)CN1C(=O)OC(C)(C)C. RXN SMILES: [Cl:41][CH2:42][Cl:43].[F:1][C:2]1([F:40])[CH2:3][C:4]([C:14](=[O:15])[NH:16][CH2:17][CH:18]([CH2:19][C:20]([CH2:21][CH3:22])([CH3:23])[CH3:24])[OH:25])([CH2:26][c:27]2[cH:28][cH:29][c:30](-[c:33]3[n:34][cH:35][c:36]([F:39])[cH:37][cH:38]3)[cH:31][cH:32]2)[N:5]([C:7](=[O:8])[O:9][C:10]([CH3:11])([CH3:12])[CH3:13])[CH2:6]1>>[F:1][C:2]1([F:40])[CH2:3][C:4]([C:14](=[O:15])[NH:16][CH2:17][C:18]([CH2:19][C:20]([CH2:21][CH3:22])([CH3:23])[CH3:24])=[O:25])([CH2:26][c:27]2[cH:28][cH:29][c:30](-[c:33]3[n:34][cH:35][c:36]([F:39])[cH:37][cH:38]3)[cH:31][cH:32]2)[N:5]([C:7](=[O:8])[O:9][C:10]([CH3:11])([CH3:12])[CH3:13])[CH2:6]1. The reactants are [Br-], CC#N, Cl, [Cu]Br, CC(C)(C)ON=O, Nc1nc2c(Cl)cc(Cl)cc2s1, [Na+]. The product is Clc1cc(Cl)c2nc(Br)sc2c1. Reaction SMILES: [Br-:2].[CH3:25][C:26]#[N:27].[ClH:22].[Cu:23][Br:24].[N:15]([O:16][C:17]([CH3:18])([CH3:19])[CH3:20])=[O:21].[NH2:3][c:4]1[s:5][c:6]2[c:7]([n:8]1)[c:9]([Cl:14])[cH:10][c:11]([Cl:13])[cH:12]2.[Na+:1]>>[Br:2][c:4]1[s:5][c:6]2[c:7]([n:8]1)[c:9]([Cl:14])[cH:10][c:11]([Cl:13])[cH:12]2.